This data is from the Open Reaction Database (ORD), a public repository of structured organic reaction records. The task is: describe an organic reaction: reactants, conditions, products, and yield The reactants are NC1=CC2=C(N=C(O2)NC(C2=CC=CC=C2)=O)C=C1 (N-(6-aminobenzoxazol-2-yl)benzamide), ClC1=NC=NC2=CC(=C(C=C12)OC)OC (4-chloro-6,7-dimethoxyquinazoline). Run in C(C)O (ethanol). Product: COC=1C=C2C(=NC=NC2=CC1OC)NC1=CC2=C(N=C(O2)NC(C2=CC=CC=C2)=O)C=C1 (N-[6-(6,7-Dimethoxyquinazolin-4-ylamino)benzoxazol-2-yl]benzamide). RXN SMILES: [NH2:1][C:2]1[CH:19]=[CH:18][C:5]2[N:6]=[C:7]([NH:9][C:10](=[O:17])[C:11]3[CH:16]=[CH:15][CH:14]=[CH:13][CH:12]=3)[O:8][C:4]=2[CH:3]=1.Cl[C:21]1[C:30]2[C:25](=[CH:26][C:27]([O:33][CH3:34])=[C:28]([O:31][CH3:32])[CH:29]=2)[N:24]=[CH:23][N:22]=1>C(O)C>[CH3:32][O:31][C:28]1[CH:29]=[C:30]2[C:25](=[CH:26][C:27]=1[O:33][CH3:34])[N:24]=[CH:23][N:22]=[C:21]2[NH:1][C:2]1[CH:19]=[CH:18][C:5]2[N:6]=[C:7]([NH:9][C:10](=[O:17])[C:11]3[CH:16]=[CH:15][CH:14]=[CH:13][CH:12]=3)[O:8][C:4]=2[CH:3]=1. Reported procedure: N-[6-(6,7-Dimethoxyquinazolin-4-ylamino)benzoxazol-2-yl]benzamide was prepared by heating a mixture of N-(6-aminobenzoxazol-2-yl)benzamide (IM 1, 30 mg, 0.118 mmol) and 4-chloro-6,7-dimethoxyquinazoline (Fluorochem, 26.5 mg, 0.118 mmol) in ethanol (3 mL) to 80° C. for 2 h. The resulting precipitate was separated by filtration, washed with ethanol and dried (yellow solid, 38 mg, 85 μmol, 72%). LC/ESI-MS: m/z=442 [M+H]+; m/z=440 [M−H]−; Rt=2.43 min.